From a dataset of the Open Reaction Database (ORD), a public repository of structured organic reaction records. describe an organic reaction: reactants, conditions, products, and yield Reactants: C1(=CC=C(C=C1)S(=O)(=O)O)C (p-Toluenesulfonic acid), ClCC(CO)O (3-chloro-1,2-propanediol). The solvent is CC(=O)C (acetone), CC(=O)C (acetone). Reaction conditions: temperature 25 celsius, time 12 hour. Product: ClCC1OC(OC1)(C)C (4-chloromethyl-2,2-dimethyl-1,3-dioxolane). The yield is 8177.0%. As a reaction SMILES: [C:1]1([CH3:11])[CH:6]=CC(S(O)(=O)=O)=CC=1.[Cl:12][CH2:13][CH:14]([OH:17])[CH2:15][OH:16]>CC(C)=O>[Cl:12][CH2:13][CH:14]1[CH2:15][O:16][C:1]([CH3:6])([CH3:11])[O:17]1. Procedure: p-Toluenesulfonic acid (1.79 g) was added to a mixture of 3-chloro-1,2-propanediol (104.49 g, 0.945 mol) and acetone (1500 ml) and the resulting mixture was stirred for 12 hours at 25° C. After completion of the reaction, acetone was removed in vacuo and the crude product was distilled to give 128.01 g of 4-chloromethyl-2,2-dimethyl-1,3-dioxolane (yield 89%, b.p. 45° C. at 5 mmHg). The product is Cl, CN1CCCN(C(=O)CN2CC(Cc3c[nH]c4ccccc34)N(C(=O)c3cc(C(F)(F)F)cc(C(F)(F)F)c3)CC2=O)CC1. RXN SMILES: [C:68](=[O:69])([OH:70])[O-:71].[CH3:38][N:39]1[CH2:40][CH2:41][NH:42][CH2:43][CH2:44][CH2:45]1.[CH3:57][N:58]([CH3:59])[CH2:60][CH2:61][CH2:62][N:63]=[C:64]=[N:65][CH2:66][CH3:67].[Cl:73][CH2:74][Cl:75].[ClH:56].[F:1][C:2]([c:3]1[cH:4][c:5]([C:6](=[O:7])[N:8]2[CH2:9][C:10](=[O:28])[N:11]([CH2:24][C:25](=[O:26])[OH:27])[CH2:12][CH:13]2[CH2:14][c:15]2[cH:16][nH:17][c:18]3[cH:19][cH:20][cH:21][cH:22][c:23]23)[cH:29][c:30]([C:32]([F:33])([F:34])[F:35])[cH:31]1)([F:36])[F:37].[Na+:72].[OH2:76].[OH:46][n:47]1[c:48]2[cH:49][cH:50][cH:51][cH:52][c:53]2[n:54][n:55]1>>[ClH:56].[F:1][C:2]([c:3]1[cH:4][c:5]([C:6](=[O:7])[N:8]2[CH2:9][C:10](=[O:28])[N:11]([CH2:24][C:25](=[O:27])[N:42]3[CH2:41][CH2:40][N:39]([CH3:38])[CH2:45][CH2:44][CH2:43]3)[CH2:12][CH:13]2[CH2:14][c:15]2[cH:16][nH:17][c:18]3[cH:19][cH:20][cH:21][cH:22][c:23]23)[cH:29][c:30]([C:32]([F:33])([F:34])[F:35])[cH:31]1)([F:36])[F:37]. Starting materials: O=C([O-])O, CN1CCCNCC1, CCN=C=NCCCN(C)C, ClCCl, Cl, O=C(O)CN1CC(Cc2c[nH]c3ccccc23)N(C(=O)c2cc(C(F)(F)F)cc(C(F)(F)F)c2)CC1=O, [Na+], O, On1nnc2ccccc21. Starting materials: C1CCOC1, C=C[Mg+], [Cl-], [Cu]I, c1ccc(-c2nc(C3CO3)oc2-c2ccccc2)cc1. Product: C=CCC(O)c1nc(-c2ccccc2)c(-c2ccccc2)o1. RXN SMILES: [CH2:25]1[O:26][CH2:27][CH2:28][CH2:29]1.[CH:22](=[CH2:23])[Mg+:24].[Cl-:21].[Cu:30][I:31].[c:1]1(-[c:7]2[n:8][c:9]([CH:18]3[O:19][CH2:20]3)[o:10][c:11]2-[c:12]2[cH:13][cH:14][cH:15][cH:16][cH:17]2)[cH:2][cH:3][cH:4][cH:5][cH:6]1>>[c:1]1(-[c:7]2[n:8][c:9]([CH:18]([OH:19])[CH2:20][CH:22]=[CH2:23])[o:10][c:11]2-[c:12]2[cH:13][cH:14][cH:15][cH:16][cH:17]2)[cH:2][cH:3][cH:4][cH:5][cH:6]1. The reactants are ClC(Cl)Cl, FC(F)(F)c1ccc2c(c1)CC(Cl)c1ccccc1S2, O=C1OCCN1CCN1CCNCC1. The product is O=C1OCCN1CCN1CCN(C2Cc3cc(C(F)(F)F)ccc3Sc3ccccc32)CC1. Reaction SMILES: [CH:35]([Cl:36])([Cl:37])[Cl:38].[Cl:1][CH:2]1[CH2:3][c:4]2[c:5]([cH:13][cH:14][c:15]([C:17]([F:18])([F:19])[F:20])[cH:16]2)[S:6][c:7]2[c:8]1[cH:9][cH:10][cH:11][cH:12]2.[N:21]1([CH2:27][CH2:28][N:29]2[C:30](=[O:34])[O:31][CH2:32][CH2:33]2)[CH2:22][CH2:23][NH:24][CH2:25][CH2:26]1>>[CH:2]1([N:24]2[CH2:23][CH2:22][N:21]([CH2:27][CH2:28][N:29]3[C:30](=[O:34])[O:31][CH2:32][CH2:33]3)[CH2:26][CH2:25]2)[CH2:3][c:4]2[c:5]([cH:13][cH:14][c:15]([C:17]([F:18])([F:19])[F:20])[cH:16]2)[S:6][c:7]2[c:8]1[cH:9][cH:10][cH:11][cH:12]2. The reactants are C(C)(C)(C)OC(NC=1N(C(C([C@@](N1)(C)C1=C(C=CC(=C1)Br)F)(C)C)=O)C)=O ([(S)-4-(5-bromo-2-fluoro-phenyl)-1,4,5,5-tetramethyl-6-oxo-1,4,5,6-tetrahydro-pyrimidin-2-yl]-carbamic acid tert-butyl ester), C(C)(C)(C)OC(NC=1N(C(C([C@@](N1)(C)C1=C(C=CC(=C1)Br)F)(C)C)=O)C)=O ([(S)-4-(5-bromo-2-fluoro-phenyl)-1,4,5,5-tetramethyl-6-oxo-1,4,5,6-tetrahydro-pyrimidin-2-yl]-carbamic acid tert-butyl ester), FC=1C=CC(=C(C1)N)OC (5-fluoro-2-methoxyphenylamine). Yields the product NC1=N[C@](C(C(N1C)=O)(C)C)(C)C1=C(C=CC(=C1)NC1=C(C=CC(=C1)F)OC)F ((S)-2-Amino-6-(2-fluoro-5-(5-fluoro-2-methoxyphenylamino)phenyl)-3,5,5,6-tetramethyl-5,6-dihydropyrimidin-4(3H)-one). As a reaction SMILES: C(OC(=O)[NH:7][C:8]1[N:9]([CH3:26])[C:10](=[O:25])[C:11]([CH3:24])([CH3:23])[C@:12]([C:15]2[CH:20]=[C:19](Br)[CH:18]=[CH:17][C:16]=2[F:22])([CH3:14])[N:13]=1)(C)(C)C.[F:28][C:29]1[CH:30]=[CH:31][C:32]([O:36][CH3:37])=[C:33]([NH2:35])[CH:34]=1>>[NH2:7][C:8]1[N:9]([CH3:26])[C:10](=[O:25])[C:11]([CH3:23])([CH3:24])[C@:12]([C:15]2[CH:20]=[C:19]([NH:35][C:33]3[CH:34]=[C:29]([F:28])[CH:30]=[CH:31][C:32]=3[O:36][CH3:37])[CH:18]=[CH:17][C:16]=2[F:22])([CH3:14])[N:13]=1. Reported procedure: The coupling of [(S)-4-(5-bromo-2-fluoro-phenyl)-1,4,5,5-tetramethyl-6-oxo-1,4,5,6-tetrahydro-pyrimidin-2-yl]-carbamic acid tert-butyl ester (intermediate E8) and 5-fluoro-2-methoxyphenylamine according to procedure A followed by deprotection yielded the title compound as a white solid. MS (ESI): m/z=403.4 [M+H]+. The reactants are [BH3-]C#N, CCOC(=O)N1CC(C)C(=O)C(C)C1, CO, CN, Cl, [K+], [Na+], [OH-]. Yields the product CCOC(=O)N1CC(C)C(NC)C(C)C1. As a reaction SMILES: [C:20](#[N:21])[BH3-:22].[C:6](=[O:7])([O:8][CH2:9][CH3:10])[N:11]1[CH2:12][CH:13]([CH3:19])[C:14](=[O:18])[CH:15]([CH3:17])[CH2:16]1.[CH3:24][OH:25].[CH3:4][NH2:5].[ClH:3].[K+:2].[Na+:23].[OH-:1]>>[C:6](=[O:7])([O:8][CH2:9][CH3:10])[N:11]1[CH2:12][CH:13]([CH3:19])[CH:14]([NH:21][CH3:20])[CH:15]([CH3:17])[CH2:16]1. Run at time 8 hour. Reaction SMILES: [OH-].[Li+].C[O:4][C:5]([C:7]1[S:8][C:9]([Br:20])=[CH:10][C:11]=1[NH:12][C:13]([O:15][C:16]([CH3:19])([CH3:18])[CH3:17])=[O:14])=[O:6].Cl>C1COCC1.O>[Br:20][C:9]1[S:8][C:7]([C:5]([OH:6])=[O:4])=[C:11]([NH:12][C:13]([O:15][C:16]([CH3:19])([CH3:18])[CH3:17])=[O:14])[CH:10]=1 |f:0.1,4.5|. Run in C1CCOC1.O (THF water). Reactants: M-Boc H+, [OH-].[Li+] (lithium hydroxide), COC(=O)C=1SC(=CC1NC(=O)OC(C)(C)C)Br (5-bromo-3-tert-butoxycarbonylaminothiophene-2-carboxylic acid methyl ester), Cl (HCl). Procedure details: An aqueous 2 M lithium hydroxide solution (1 mL) was added to a solution of 5-bromo-3-tert-butoxycarbonylaminothiophene-2-carboxylic acid methyl ester (330.0 mg) in THF/water (1.6 mL/1.6 mL). The solution was stirred at room temperature overnight and was then neutralized with diluted HCl solution, and the solvent was removed in vacuo. The product with the molecular weight of 322.18 (C10H12BrNO4S) was obtained in this way; MS (ESI): 221, 223 (M-Boc+H+). Product: BrC1=CC(=C(S1)C(=O)O)NC(=O)OC(C)(C)C (5-Bromo-3-tert-butoxycarbonylaminothiophene-2-carboxylic acid). Starting materials: [C@H]12[C@H](NC[C@@H]2CCC1)CNC(=O)C1=NOC2=C1C=CC=C2 (benzo[d]isoxazole-3-carboxylic acid-[(1S,2S,5R)-3-aza-bicyclo[3.3.0]oct-2-ylmethyl]-amide), CC=1SC(=C(N1)C(=O)O)C=1C=C(C=CC1)C (2-methyl-5-m-tolyl-thiazole-4-carboxylic acid). Product: CC=1SC(=C(N1)C(=O)N1[C@@H]([C@H]2CCC[C@H]2C1)CNC(=O)C1=NOC2=C1C=CC=C2)C=2C=C(C=CC2)C (Benzo[d]isoxazole-3-carboxylic acid-(1S,2S,5R)-[3-(2-methyl-5-m-tolyl-thiazole-4-carbonyl)-3-aza-bicyclo[3.3.0]oct-2-ylmethyl]-amide). RXN SMILES: [C@H:1]12[CH2:8][CH2:7][CH2:6][C@H:5]1[CH2:4][NH:3][C@@H:2]2[CH2:9][NH:10][C:11]([C:13]1[C:17]2[CH:18]=[CH:19][CH:20]=[CH:21][C:16]=2[O:15][N:14]=1)=[O:12].[CH3:22][C:23]1[S:24][C:25]([C:31]2[CH:32]=[C:33]([CH3:37])[CH:34]=[CH:35][CH:36]=2)=[C:26]([C:28](O)=[O:29])[N:27]=1>>[CH3:22][C:23]1[S:24][C:25]([C:31]2[CH:32]=[C:33]([CH3:37])[CH:34]=[CH:35][CH:36]=2)=[C:26]([C:28]([N:3]2[CH2:4][C@H:5]3[C@H:1]([CH2:8][CH2:7][CH2:6]3)[C@H:2]2[CH2:9][NH:10][C:11]([C:13]2[C:17]3[CH:18]=[CH:19][CH:20]=[CH:21][C:16]=3[O:15][N:14]=2)=[O:12])=[O:29])[N:27]=1. Procedure: prepared by reaction of benzo[d]isoxazole-3-carboxylic acid-[(1S,2S,5R)-3-aza-bicyclo[3.3.0]oct-2-ylmethyl]-amide with 2-methyl-5-m-tolyl-thiazole-4-carboxylic acid. The reactants are C[C@H]1CCC/C(=C\C[C@H](OC(=O)C[C@@H](C(C(=O)[C@@H]([C@H]1O)C)(C)C)O)/C(=C/C2=CSC(=N2)C)/C)/C (desoxyepothilone B), CC1(OO1)C (dimethyldioxirane). The solvent is C(Cl)Cl (CH2Cl2). Conditions: temperature -50 celsius, time 1 hour. The product is C[C@H]1CCC[C@@]2([C@@H](O2)C[C@H](OC(=O)C[C@@H](C(C(=O)[C@@H]([C@H]1O)C)(C)C)O)/C(=C/C3=CSC(=N3)C)/C)C (Epothilone B). As a reaction SMILES: [CH3:1][C@@H:2]1[C@H:19]([OH:20])[C@@H:18]([CH3:21])[C:16](=[O:17])[C:15]([CH3:23])([CH3:22])[C@@H:14]([OH:24])[CH2:13][C:11](=[O:12])[O:10][C@H:9](/[C:25](/[CH3:33])=[CH:26]/[C:27]2[N:31]=[C:30]([CH3:32])[S:29][CH:28]=2)[CH2:8][CH:7]=[C:6]([CH3:34])[CH2:5][CH2:4][CH2:3]1.CC1(C)O[O:37]1>C(Cl)Cl>[CH3:1][C@@H:2]1[C@H:19]([OH:20])[C@@H:18]([CH3:21])[C:16](=[O:17])[C:15]([CH3:22])([CH3:23])[C@@H:14]([OH:24])[CH2:13][C:11](=[O:12])[O:10][C@H:9](/[C:25](/[CH3:33])=[CH:26]/[C:27]2[N:31]=[C:30]([CH3:32])[S:29][CH:28]=2)[CH2:8][C@@H:7]2[O:37][C@:6]2([CH3:34])[CH2:5][CH2:4][CH2:3]1. Procedure: To a solution of desoxyepothilone B (0.0022 g, 0.0041 mmol) in CH2Cl2 (0.25 mL) at −50° C. was added dimethyldioxirane (0.1 mL, 0.0095 mmol) dropwise. The resulting solution was stirred at −50° C. for 1 h. The dimethyldioxirane and solvent were removed by a stream of N2. The residue was purified by flash column chromatography (hexanes/ethyl acetate, 1:1) gave 0.0015 g (70%) of epothiolone B (2) as a pale yellow oil which was identical with an authentic sample in 1H NMR, IR, mass spectrum, and [α...